This data is from the Open Reaction Database (ORD), a public repository of structured organic reaction records. The task is: describe an organic reaction: reactants, conditions, products, and yield Starting materials: C1(=CC=CC=C1)P(C1=CC=CC=C1)C1=CC=CC=C1 (triphenylphosphine), BrC(F)(F)Br (dibromodifluoromethane), C(C)(C)(C)OC(=O)N1CCN(CC1)C=1SC(=CN1)C=O (4-(5-formyl-thiazol-2-yl)-piperazine-1-carboxylic acid tert-butyl ester). The reagents and catalysts are [Zn] (zinc). Run in CN(C=O)C (N,N-dimethylformamide). Reaction conditions: time 1 hour. The product is C(C)(C)(C)OC(=O)N1CCN(CC1)C=1SC(=CN1)C=C(F)F (4-[5-(2,2-Difluoro-vinyl)-thiazol-2-yl]-piperazine-1-carboxylic acid tert-butyl ester). Isolated yield 19.0%. As a reaction SMILES: C1(P(C2C=CC=CC=2)C2C=CC=CC=2)C=CC=CC=1.Br[C:21](Br)([F:23])[F:22].[C:25]([O:29][C:30]([N:32]1[CH2:37][CH2:36][N:35]([C:38]2[S:39][C:40]([CH:43]=O)=[CH:41][N:42]=2)[CH2:34][CH2:33]1)=[O:31])([CH3:28])([CH3:27])[CH3:26]>CN(C)C=O.[Zn]>[C:25]([O:29][C:30]([N:32]1[CH2:37][CH2:36][N:35]([C:38]2[S:39][C:40]([CH:43]=[C:21]([F:23])[F:22])=[CH:41][N:42]=2)[CH2:34][CH2:33]1)=[O:31])([CH3:28])([CH3:27])[CH3:26]. Reported procedure: To a solution of 6.73 mmol triphenylphosphine in 13 ml N,N-dimethylformamide was added 6.73 mmol dibromodifluoromethane and the mixture was stirred at room temperature for 1 h. 3.36 mmol 4-(5-formyl-thiazol-2-yl)-piperazine-1-carboxylic acid tert-butyl ester was added and the mixture was then cooled to 0° C. 6.73 mmol zinc dust was added in small portions and stirring continued for 10 min at 0° C. The mixture was then allowed to warm to room temperature and stirring continued for a further 2 h. ...